This data is from the Open Reaction Database (ORD), a public repository of structured organic reaction records. The task is: describe an organic reaction: reactants, conditions, products, and yield Reactants: [Li+].[BH4-] (LiBH4), COC(=O)C1=NSC(=C1Cl)Cl (4,5-dichloro-isothiazole-3-carboxylic acid methyl ester). Run in C1CCOC1 (THF). Conditions: time 1 hour. Product: OCC1=NSC(=C1Cl)Cl (3-Hydroxymethyl-4,5-dichloroisothiazole). Isolated yield 16.8%. RXN SMILES: [Li+].[BH4-].C[O:4][C:5]([C:7]1[C:11]([Cl:12])=[C:10]([Cl:13])[S:9][N:8]=1)=O>C1COCC1>[OH:4][CH2:5][C:7]1[C:11]([Cl:12])=[C:10]([Cl:13])[S:9][N:8]=1 |f:0.1|. Procedure: Add LiBH4 (2.0 M in THF, 10 mL, 20 mmol) to a solution of 4,5-dichloro-isothiazole-3-carboxylic acid methyl ester (2.1 g, 10 mmol) in THF (60 mL). Stir at room temperature for one hour and then cool to 0° C. Carefully quench the reaction mixture with water (10 mL), then saturated aqueous NH4Cl (50 mL). Extract into EtOAc (100 mL), then dry (MgSO4), filter, and concentrate the organics to give 540 mg crude product as an orange syrup. Purify the syrup on silica gel (40 g) using 5-30% EtOAc/hexanes...